This data is from the Open Reaction Database (ORD), a public repository of structured organic reaction records. The task is: describe an organic reaction: reactants, conditions, products, and yield The reactants are BrC=1C=C(C=C(C(=O)OC)C1)C(=O)OC (dimethy 5-bromoisophthalate), N1N=CC(=C1)B1OC(C)(C)C(C)(C)O1 (4-pyrazoleboronic acid pinacol ester). Product: N1N=CC(=C1)C=1C=C(C=C(C(=O)O)C1)C(=O)O (5-(1H-pyrazol-4-yl)isophthalic acid). Reaction SMILES: Br[C:2]1[CH:3]=[C:4]([C:12]([O:14]C)=[O:13])[CH:5]=[C:6]([CH:11]=1)[C:7]([O:9]C)=[O:8].[NH:16]1[CH:20]=[C:19](B2OC(C)(C)C(C)(C)O2)[CH:18]=[N:17]1>>[NH:16]1[CH:20]=[C:19]([C:2]2[CH:3]=[C:4]([C:12]([OH:14])=[O:13])[CH:5]=[C:6]([CH:11]=2)[C:7]([OH:9])=[O:8])[CH:18]=[N:17]1. Procedure details: Following standard cross coupling procedure described herein, dimethy 5-bromoisophthalate (623 mg, 2.3 mmol) and 4-pyrazoleboronic acid pinacol ester (443 mg, 2.3 mmol) were reacted. The resulting aqueous layer was acidified to pH 5 and extracted with EtOAc to provide 5-(1H-pyrazol-4-yl)isophthalic acid as a yellow solid. Reactants: [Sn](Cl)(Cl)(Cl)Cl (tin chloride), FC1=C(C=CC=C1)C1=NC(C(NC2=C1C=C(C=C2)[N+](=O)[O-])=O)C (rac-5-(o-fluorophenyl)-1,3-dihydro-3-methyl-7-nitro-2H-1,4-benzodiazepin-2-one), [OH-].[Na+] (sodium hydroxide). Solvent: Cl (hydrochloric acid). Conditions: time 2 hour. Product: NC=1C=CC2=C(C(=NC(C(N2)=O)C)C2=C(C=CC=C2)F)C1 (7-amino-5-(o-fluorophenyl)-1,3-dihydro-3-methyl-2H-1,4-benzodiazepin-2-one). Reaction SMILES: [F:1][C:2]1[CH:7]=[CH:6][CH:5]=[CH:4][C:3]=1[C:8]1[C:14]2[CH:15]=[C:16]([N+:19]([O-])=O)[CH:17]=[CH:18][C:13]=2[NH:12][C:11](=[O:22])[CH:10]([CH3:23])[N:9]=1.[Sn](Cl)(Cl)(Cl)Cl.[OH-].[Na+]>Cl>[NH2:19][C:16]1[CH:17]=[CH:18][C:13]2[NH:12][C:11](=[O:22])[CH:10]([CH3:23])[N:9]=[C:8]([C:3]3[CH:4]=[CH:5][CH:6]=[CH:7][C:2]=3[F:1])[C:14]=2[CH:15]=1 |f:2.3|. Procedure: 62.7 g (0.2 mol) of crude rac-5-(o-fluorophenyl)-1,3-dihydro-3-methyl-7-nitro-2H-1,4-benzodiazepin-2-one in 1 l of concentrated hydrochloric acid is treated portionwise while stirring with a total of 135.5 g (0.6 mol) of tin chloride, stirred at room temperature for 2 hours and the mixture is neutralised in the cold with 10 N sodium hydroxide. The aqueous phase is extracted with a total of 8 l of methylene chloride/ethanol (4:1), the combined organic extracts are washed with saturated sodium chl... The reactants are O=C([O-])[O-], CC(C)(C)OC(=O)NCc1cccc2c1C1(CCN(Cc3ccccc3)C1)CN2, Cc1ccccc1, [Cs+], [Cs+], CC1CC(OC(=O)c2ccc([N+](=O)[O-])cc2)c2ncnc(Cl)c21, CC(=O)[O-], CC(=O)[O-], [Pd+2]. The product is CC1CC(OC(=O)c2ccc([N+](=O)[O-])cc2)c2ncnc(N3CC4(CCN(Cc5ccccc5)C4)c4c(CNC(=O)OC(C)(C)C)cccc43)c21. RXN SMILES: [C:53](=[O:54])([O-:55])[O-:56].[CH2:24]([c:25]1[cH:26][cH:27][cH:28][cH:29][cH:30]1)[N:31]1[CH2:32][C:33]2([CH2:34][NH:35][c:36]3[cH:37][cH:38][cH:39][c:40]([CH2:42][NH:43][C:44]([O:45][C:46]([CH3:47])([CH3:48])[CH3:49])=[O:50])[c:41]32)[CH2:51][CH2:52]1.[CH3:59][c:60]1[cH:61][cH:62][cH:63][cH:64][cH:65]1.[Cs+:57].[Cs+:58].[N+:1](=[O:2])([O-:3])[c:4]1[cH:5][cH:6][c:7]([C:8](=[O:9])[O:10][CH:11]2[CH2:12][CH:13]([CH3:21])[c:14]3[c:15]2[n:16][cH:17][n:18][c:19]3[Cl:20])[cH:22][cH:23]1.[O-:67][C:68]([CH3:69])=[O:70].[O-:71][C:72]([CH3:73])=[O:74].[Pd+2:66]>>[N+:1](=[O:2])([O-:3])[c:4]1[cH:5][cH:6][c:7]([C:8](=[O:9])[O:10][CH:11]2[CH2:12][CH:13]([CH3:21])[c:14]3[c:15]2[n:16][cH:17][n:18][c:19]3[N:35]2[CH2:34][C:33]3([CH2:32][N:31]([CH2:24][c:25]4[cH:26][cH:27][cH:28][cH:29][cH:30]4)[CH2:52][CH2:51]3)[c:41]3[c:36]2[cH:37][cH:38][cH:39][c:40]3[CH2:42][NH:43][C:44]([O:45][C:46]([CH3:47])([CH3:48])[CH3:49])=[O:50])[cH:22][cH:23]1. Starting materials: C(O)([O-])=O.[Na+] (sodium hydrogen carbonate), ( 2 ), C(C)C1=CC=C(S1)C(=O)C1=C(C=CC(=C1)Br)Cl (5-bromo-2-chlorophenyl 5-ethyl-2-thienyl ketone), C(C)[SiH](CC)CC (triethylsilane). The solvent is ClCCl (dichloromethane). Conditions: time 3.5 hour. The product is BrC=1C=CC(=C(C1)CC=1SC(=CC1)CC)Cl (5-bromo-2-chloro-1-(5-ethyl-2-thienylmethyl)benzene). Isolated yield 89.2%. RXN SMILES: [CH2:1]([C:3]1[S:7][C:6]([C:8]([C:10]2[CH:15]=[C:14]([Br:16])[CH:13]=[CH:12][C:11]=2[Cl:17])=O)=[CH:5][CH:4]=1)[CH3:2].C([SiH](CC)CC)C.C(=O)([O-])O.[Na+]>ClCCl>[Br:16][C:14]1[CH:13]=[CH:12][C:11]([Cl:17])=[C:10]([CH2:8][C:6]2[S:7][C:3]([CH2:1][CH3:2])=[CH:4][CH:5]=2)[CH:15]=1 |f:2.3|. Procedure details: 5-Bromo-2-chlorobenzoic acid (5.00 g) was suspended in dichloromethane (10 ml), and thereto were added oxalyl chloride (2.2 ml) and N,N-dimethylformamide (2 drops). The mixture was stirred at room temperature for 6 hours. The solvent was evaporated under reduced pressure to give 5-bromo-2-chlorobenzoyl chloride. This compound and 2-ethylthiophene (2.38 g) were dissolved in dichloromethane (20 ml), and thereto was added aluminum chloride (3.11 g) at 0° C. The mixture was stirred at the same tempe... Starting materials: CO, O=[N+]([O-])c1ccc(Nc2cccc(F)c2)cn1. The product is Nc1ccc(Nc2cccc(F)c2)cn1. As a reaction SMILES: [CH3:18][OH:19].[F:1][c:2]1[cH:3][c:4]([NH:8][c:9]2[cH:10][n:11][c:12]([N+:15]([O-:16])=[O:17])[cH:13][cH:14]2)[cH:5][cH:6][cH:7]1>>[F:1][c:2]1[cH:3][c:4]([NH:8][c:9]2[cH:10][n:11][c:12]([NH2:15])[cH:13][cH:14]2)[cH:5][cH:6][cH:7]1. Reactants: compound, CN(C(=NC(=O)OCC1=CC=C(C=C1)[N+](=O)[O-])NC(=O)OCC1=CC=C(C=C1)[N+](=O)[O-])CC(=O)N[C@@H]1CN(CC1)C(=O)OC(C)(C)C (tert-Butyl (3S)-3-[2-[1-methyl-2,3-di(4-nitrobenzyloxycarbonyl)guanidino]-acetylamino]-1-pyrrolidinecarboxylate), FC(C(=O)O)(F)F (trifluoroacetic acid). The solvent is ClCCl (dichloromethane). Product: FC(C(=O)O)(F)F.[N+](=O)([O-])C1=CC=C(COC(=O)N=C(N(C)CC(=O)NC2CNC2)NC(=O)OCC2=CC=C(C=C2)[N+](=O)[O-])C=C1 (3-[2-[2,3-di(4-nitrobenzyloxycarbonyl)-1-methylguanidino]acetylamino]azetidine trifluoroacetate). As a reaction SMILES: [CH3:1][N:2]([CH2:32][C:33]([NH:35][C@H:36]1C[CH2:39][N:38](C(OC(C)(C)C)=O)[CH2:37]1)=[O:34])[C:3]([NH:18][C:19]([O:21][CH2:22][C:23]1[CH:28]=[CH:27][C:26]([N+:29]([O-:31])=[O:30])=[CH:25][CH:24]=1)=[O:20])=[N:4][C:5]([O:7][CH2:8][C:9]1[CH:14]=[CH:13][C:12]([N+:15]([O-:17])=[O:16])=[CH:11][CH:10]=1)=[O:6].[F:48][C:49]([F:54])([F:53])[C:50]([OH:52])=[O:51]>ClCCl>[F:48][C:49]([F:54])([F:53])[C:50]([OH:52])=[O:51].[N+:15]([C:12]1[CH:11]=[CH:10][C:9]([CH2:8][O:7][C:5]([N:4]=[C:3]([NH:18][C:19]([O:21][CH2:22][C:23]2[CH:28]=[CH:27][C:26]([N+:29]([O-:31])=[O:30])=[CH:25][CH:24]=2)=[O:20])[N:2]([CH2:32][C:33]([NH:35][CH:36]2[CH2:37][NH:38][CH2:39]2)=[O:34])[CH3:1])=[O:6])=[CH:14][CH:13]=1)([O-:17])=[O:16] |f:3.4|. Procedure: To a solution of the compound (1.22 g), which had been obtained in (1), in anhydrous dichloromethane (12 ml), trifluoroacetic acid (6 ml) was added dropwise under ice cooling. The reaction mixture was then treated in a similar manner to that described in Referential Example 16-(2), whereby the title compound was obtained. The product was provided for use in the subsequent reaction without isolation. Starting materials: COC(=O)C(C(C)C)N1C(=O)NC(COCc2ccc(Br)cc2)C1=O, Cl. The product is CC(C)C(C(=O)O)N1C(=O)NC(COCc2ccc(Br)cc2)C1=O. RXN SMILES: [CH3:1][O:2][C:3]([CH:4]([CH:5]([CH3:6])[CH3:7])[N:8]1[C:9](=[O:24])[NH:10][CH:11]([CH2:14][O:15][CH2:16][c:17]2[cH:18][cH:19][c:20]([Br:23])[cH:21][cH:22]2)[C:12]1=[O:13])=[O:25].[ClH:26]>>[O:2]=[C:3]([CH:4]([CH:5]([CH3:6])[CH3:7])[N:8]1[C:9](=[O:24])[NH:10][CH:11]([CH2:14][O:15][CH2:16][c:17]2[cH:18][cH:19][c:20]([Br:23])[cH:21][cH:22]2)[C:12]1=[O:13])[OH:25]. The reactants are C=COCC, [Cl-], O=C(Cl)C(F)(F)F. Yields the product CCOC(Cl)CC(=O)C(F)(F)F. As a reaction SMILES: [CH:1](=[CH2:2])[O:3][CH2:4][CH3:5].[Cl-:13].[F:6][C:7]([F:8])([F:9])[C:10]([Cl:11])=[O:12]>>[CH:1]([CH2:2][C:10]([C:7]([F:6])([F:8])[F:9])=[O:12])([O:3][CH2:4][CH3:5])[Cl:13]. Reactants: Brc1cc(ccn1)c2cc3C(=O)NCCc3[nH]2, CC1(C)OB(OC1(C)C)c2cnn(Cc3ccccc3)c2. The reagents and catalysts are CCN=P(N=P(N(C)C)(N(C)C)N(C)C)(N(C)C)N(C)C (P2-Et), CC(C)c1cc(C(C)C)c(-c2ccccc2[PH](C(C)(C)C)(C(C)(C)C)[Pd]2(OS(C)(=O)=O)Nc3ccccc3-c3ccccc32)c(C(C)C)c1 (tBuXphos G3). Solvent: CS(C)=O (DMSO), O (water), CS(C)=O (DMSO), CS(C)=O (DMSO), CS(C)=O (DMSO). Reaction conditions: time 22 hour. Yields the product O=C1NCCc2[nH]c(cc12)c3ccnc(c3)c4cnn(Cc5ccccc5)c4, Brc1cc(ccn1)c2cc3C(=O)NCCc3[nH]2, c1ccc(-c2ccccc2)cc1.